From a dataset of the Open Reaction Database (ORD), a public repository of structured organic reaction records. describe an organic reaction: reactants, conditions, products, and yield The reactants are O=C1CCCc2sc(CN3CCN(S(=O)(=O)c4cc5ccc(Cl)cc5s4)CC3=O)nc21, ClC(Cl)Cl, [N-]=[N+]=[N-], [Na+], O=S(=O)(O)O. The product is O=C1NCCCc2sc(CN3CCN(S(=O)(=O)c4cc5ccc(Cl)cc5s4)CC3=O)nc21. As a reaction SMILES: [Cl:1][c:2]1[cH:3][cH:4][c:5]2[c:6]([s:7][c:8]([S:10](=[O:11])(=[O:12])[N:13]3[CH2:14][C:15](=[O:30])[N:16]([CH2:19][c:20]4[s:21][c:22]5[c:23]([n:24]4)[C:25](=[O:29])[CH2:26][CH2:27][CH2:28]5)[CH2:17][CH2:18]3)[cH:9]2)[cH:31]1.[Cl:41][CH:42]([Cl:43])[Cl:44].[N-:38]=[N+:39]=[N-:40].[Na+:37].[S:32](=[O:33])(=[O:34])([OH:35])[OH:36]>>[Cl:1][c:2]1[cH:3][cH:4][c:5]2[c:6]([s:7][c:8]([S:10](=[O:11])(=[O:12])[N:13]3[CH2:14][C:15](=[O:30])[N:16]([CH2:19][c:20]4[s:21][c:22]5[c:23]([n:24]4)[C:25](=[O:29])[NH:38][CH2:26][CH2:27][CH2:28]5)[CH2:17][CH2:18]3)[cH:9]2)[cH:31]1. Reactants: O1C(OCC1)C1=CC=C(C=C1)C1=NC=2C=CN3C(C2C=C1C1=CC=CC=C1)=NN=C3C (8-[4-(1,3-Dioxolan-2-yl)phenyl]-3-methyl-9-phenyl[1,2,4]triazolo[3,4-f]-1,6-naphthyridine). Solvent: O1CCOCC1 (dioxane), Cl (HCl). Run at time 15 minute. Product: CC1=NN=C2C=3C=C(C(=NC3C=CN21)C2=CC=C(C=O)C=C2)C2=CC=CC=C2 (4-(3-Methyl-9-phenyl[1,2,4]triazolo[3,4-f]-1,6-naphthyridin-8-yl) Benzaldehyde). Reaction SMILES: [O:1]1CCO[CH:2]1[C:6]1[CH:11]=[CH:10][C:9]([C:12]2[C:21]([C:22]3[CH:27]=[CH:26][CH:25]=[CH:24][CH:23]=3)=[CH:20][C:19]3[C:18]4=[N:28][N:29]=[C:30]([CH3:31])[N:17]4[CH:16]=[CH:15][C:14]=3[N:13]=2)=[CH:8][CH:7]=1>O1CCOCC1.Cl>[CH3:31][C:30]1[N:17]2[C:18]([C:19]3[CH:20]=[C:21]([C:22]4[CH:27]=[CH:26][CH:25]=[CH:24][CH:23]=4)[C:12]([C:9]4[CH:10]=[CH:11][C:6]([CH:2]=[O:1])=[CH:7][CH:8]=4)=[N:13][C:14]=3[CH:15]=[CH:16]2)=[N:28][N:29]=1. Reported procedure: A suspension of 8-[4-(1,3-dioxolan-2-yl)phenyl]-3-methyl-9-phenyl[1,2,4]triazolo[3,4-f]-1,6-naphthyridine (5-1, 0.30 g, 0.73 mmol) in dioxane (5 mL) and 3N HCl (5 mL) was stirred at room temperature for 15 min. The mixture was concentrated at 25° C. to remove most of the dioxane. The residue was poured into ice cold water to give a brown solid which was collected via filtration and dried with toluene (×2) azeotropically the give the title compound. LRMS m/z (M+1) Calcd: 365.1. Found 365.2. As a reaction SMILES: [H-:19].[I:21][CH3:22].[N+:1](=[O:2])([O-:3])[c:4]1[cH:5][cH:6][c:7]2[c:12]([cH:13]1)[CH:11]([NH:14][S:15](=[O:16])(=[O:17])[CH3:18])[CH2:10][CH2:9][CH2:8]2.[Na+:20].[O:23]=[CH:24][N:25]([CH3:26])[CH3:27]>>[N+:1](=[O:2])([O-:3])[c:4]1[cH:5][cH:6][c:7]2[c:12]([cH:13]1)[CH:11]([N:14]([S:15](=[O:16])(=[O:17])[CH3:18])[CH3:22])[CH2:10][CH2:9][CH2:8]2. Product: CN(C1CCCc2ccc([N+](=O)[O-])cc21)S(C)(=O)=O. Starting materials: [H-], CI, CS(=O)(=O)NC1CCCc2ccc([N+](=O)[O-])cc21, [Na+], CN(C)C=O. Reactants: Cl (hydrochloric acid), FC(CO)CCCCCCCC (2-fluorodecanol), N1=CC=CC=C1 (pyridine), C1(=CC=C(C=C1)S(=O)(=O)Cl)C (p-toluenesulfonyl chloride). Solvent: O (water). Conditions: time 1 hour. Yields the product C1(=CC=C(C=C1)S(=O)(=O)OCC(CCCCCCCC)F)C (2-fluorodecyl p-toluenesulfonate). The yield is 72.2%. Reaction SMILES: [F:1][CH:2]([CH2:5][CH2:6][CH2:7][CH2:8][CH2:9][CH2:10][CH2:11][CH3:12])[CH2:3][OH:4].N1C=CC=CC=1.[C:19]1([CH3:29])[CH:24]=[CH:23][C:22]([S:25](Cl)(=[O:27])=[O:26])=[CH:21][CH:20]=1.Cl>O>[C:19]1([CH3:29])[CH:24]=[CH:23][C:22]([S:25]([O:4][CH2:3][CH:2]([F:1])[CH2:5][CH2:6][CH2:7][CH2:8][CH2:9][CH2:10][CH2:11][CH3:12])(=[O:27])=[O:26])=[CH:21][CH:20]=1. Procedure details: 17 g of 2-fluorodecanol and 60 ml of pyridine were charged into a 300 ml three-necked round bottom flask and cooled to 0° C. to which 24 g of p-toluenesulfonyl chloride was added in 15 min. The system was held at 0° C. for 1 hour and then subjected to reaction for 7 hours while being held below 20° C. Then, the mixture was charged into water and acidified with hydrochloric acid, followed by extraction with dichloromethane. The organic layer was washed with water, dried with magnesium sulfate and... Reactants: CCCCCCC=CCCCCCC (7-tetradecene), BrCS(=O)(=O)Br (bromomethanesulfonyl bromide), C([O-])([O-])=O.[K+].[K+] (potassium carbonate). Run in C(Cl)Cl (methylene chloride). Yields the product BrCS(=O)(=O)CCCCCCC=CCCCCCC (7-tetradecenyl bromomethyl sulfone). Yield: 100.7%. As a reaction SMILES: [CH3:1][CH2:2][CH2:3][CH2:4][CH2:5][CH2:6][CH:7]=[CH:8][CH2:9][CH2:10][CH2:11][CH2:12][CH2:13][CH3:14].[Br:15][CH2:16][S:17](Br)(=[O:19])=[O:18].C(=O)([O-])[O-].[K+].[K+]>C(Cl)Cl>[Br:15][CH2:16][S:17]([CH2:1][CH2:2][CH2:3][CH2:4][CH2:5][CH2:6][CH:7]=[CH:8][CH2:9][CH2:10][CH2:11][CH2:12][CH2:13][CH3:14])(=[O:19])=[O:18] |f:2.3.4|. Procedure details: A mixture of 7-tetradecene (3.92 g) and bromomethanesulfonyl bromide (7.14 g) in methylene chloride (8 mL) was irradiated at -15° C. with an ultraviolet lamp for 2 hours. A small amount of solid potassium carbonate was added and then removed by filtration. The reaction mixture was diluted with methylene chloride (100 mL) and triethylamine (3.0 g) was added. The reaction mixture was heated on a steam bath for 1 hour. The reaction mixture was washed with dilute HCl and water. The methylene chlorid... Starting materials: FC=1C=C(C=CC1)C(=O)N=C=S (3-fluoro-1-benzenecarbonyl isothiocyanate), FC=1C=C(C=CC1)C(=O)Cl (3-fluoro-1-benzenecarbonyl chloride), COC=1C=C2C(=NC=NC2=CC1OC)OC1=CC=C(N)C=C1 (4-[(6,7-Dimethoxy-4-quinazolinyl)oxy]aniline). The product is FC=1C=C(C=CC1)C(=O)N=C=S (3-Fluoro-1-benzenecarbonyl isothiocyanate), COC=1C=C2C(=NC=NC2=CC1OC)OC1=CC=C(C=C1)NC(=S)NC(C1=CC(=CC=C1)F)=O (N-{4-[(6,7-Dimethoxy-4-quinazolinyl)oxy]phenyl}-N′-(3-fluorobenzoyl)thiourea). Solvent: C(C)O (ethanol), C(C)O (ethanol), C1(=CC=CC=C1)C (toluene). Reaction conditions: time 2 hour. Yield: 75.0%. RXN SMILES: FC1C=C(C(Cl)=O)C=CC=1.[CH3:11][O:12][C:13]1[CH:14]=[C:15]2[C:20](=[CH:21][C:22]=1[O:23][CH3:24])[N:19]=[CH:18][N:17]=[C:16]2[O:25][C:26]1[CH:32]=[CH:31][C:29]([NH2:30])=[CH:28][CH:27]=1.[F:33][C:34]1[CH:35]=[C:36]([C:40]([N:42]=[C:43]=[S:44])=[O:41])[CH:37]=[CH:38][CH:39]=1>C1(C)C=CC=CC=1.C(O)C>[F:33][C:34]1[CH:35]=[C:36]([C:40]([N:42]=[C:43]=[S:44])=[O:41])[CH:37]=[CH:38][CH:39]=1.[CH3:11][O:12][C:13]1[CH:14]=[C:15]2[C:20](=[CH:21][C:22]=1[O:23][CH3:24])[N:19]=[CH:18][N:17]=[C:16]2[O:25][C:26]1[CH:32]=[CH:31][C:29]([NH:30][C:43]([NH:42][C:40](=[O:41])[C:36]2[CH:37]=[CH:38][CH:39]=[C:34]([F:33])[CH:35]=2)=[S:44])=[CH:28][CH:27]=1. Procedure details: 3-Fluoro-1-benzenecarbonyl isothiocyanate was prepared using commercially available 3-fluoro-1-benzenecarbonyl chloride (80 mg) as a starting compound according to the description of the literature. 4-[(6,7-Dimethoxy-4-quinazolinyl)oxy]aniline (50 mg) was dissolved in toluene (5 ml) and ethanol (1 ml) to prepare a solution. A solution of 3-fluoro-1-benzenecarbonyl isothiocyanate in ethanol (1 ml) was then added to the solution, and the mixture was stirred at room temperature for 2 hr. The reacti... Reactants: S(O)(O)(=O)=O (sulfuric acid), CC1=C(C(=O)O)C=C(C=C1)[N+](=O)[O-] (2-methyl-5-nitrobenzoic acid), C(C)O (ethanol). The product is CC1=C(C(=O)OCC)C=C(C=C1)[N+](=O)[O-] (ethyl 2-methyl-5-nitrobenzoate). As a reaction SMILES: S(=O)(=O)(O)O.[CH3:6][C:7]1[CH:15]=[CH:14][C:13]([N+:16]([O-:18])=[O:17])=[CH:12][C:8]=1[C:9]([OH:11])=[O:10].[CH2:19](O)[CH3:20]>>[CH3:6][C:7]1[CH:15]=[CH:14][C:13]([N+:16]([O-:18])=[O:17])=[CH:12][C:8]=1[C:9]([O:11][CH2:19][CH3:20])=[O:10]. Procedure: Concentrated sulfuric acid (12 ml) was added to a solution of 2-methyl-5-nitrobenzoic acid (10.87 g) in ethanol (60 ml). The mixture was heated under reflux overnight. The reaction solution was concentrated under the reduced pressure. Water was then added to the residue. The mixture was extracted with diethyl ether. The extract was washed with water and saturated saline, and then dried over anhydrous magnesium sulfate. The solvent was then removed by distillation under the reduced pressure. The ... Reactants: CC(C)C(NC(=O)OC(C)(C)C)C(=O)OCCC(CO)Cn1cnc2c(=O)[nH]c(N)nc21, CCCC(=O)O, C(=NC1CCCCC1)=NC1CCCCC1, ClCCl. Yields the product CCCC(=O)OCC(CCOC(=O)C(NC(=O)OC(C)(C)C)C(C)C)Cn1cnc2c(=O)[nH]c(N)nc21. RXN SMILES: [C:22]([CH3:23])([CH3:24])([CH3:25])[O:26][C:27](=[O:28])[NH:29][CH:30]([CH:31]([CH3:32])[CH3:33])[C:34](=[O:35])[O:36][CH2:37][CH2:38][CH:39]([CH2:40][n:41]1[c:42]2[n:43][c:44]([NH2:51])[nH:45][c:46](=[O:50])[c:47]2[n:48][cH:49]1)[CH2:52][OH:53].[CH3:16][CH2:17][CH2:18][C:19]([OH:20])=[O:21].[CH:1]1([N:2]=[C:3]=[N:4][CH:5]2[CH2:6][CH2:7][CH2:8][CH2:9][CH2:10]2)[CH2:11][CH2:12][CH2:13][CH2:14][CH2:15]1.[Cl:54][CH2:55][Cl:56]>>[CH3:16][CH2:17][CH2:18][C:19](=[O:20])[O:53][CH2:52][CH:39]([CH2:38][CH2:37][O:36][C:34]([CH:30]([NH:29][C:27]([O:26][C:22]([CH3:23])([CH3:24])[CH3:25])=[O:28])[CH:31]([CH3:32])[CH3:33])=[O:35])[CH2:40][n:41]1[c:42]2[n:43][c:44]([NH2:51])[nH:45][c:46](=[O:50])[c:47]2[n:48][cH:49]1.